The task is: describe an organic reaction: reactants, conditions, products, and yield. This data is from the Open Reaction Database (ORD), a public repository of structured organic reaction records. Starting materials: O=C([O-])[O-], CN=C=O, CN(C)C=O, Cl, Cl, [K+], [K+], Nc1ccc2c(c1)c(=CC(=O)O)c1c2[nH]c(=O)c2nccn21, C1COCCO1. Product: CNC(=O)Nc1ccc2c(c1)c(=CC(=O)O)c1c2[nH]c(=O)c2nccn21. RXN SMILES: [C:31](=[O:32])([O-:33])[O-:34].[CH3:37][N:38]=[C:39]=[O:40].[CH3:41][N:42]([CH3:43])[CH:44]=[O:45].[ClH:1].[ClH:2].[K+:35].[K+:36].[NH2:3][c:4]1[cH:5][c:6]2[c:7](=[CH:21][C:22](=[O:23])[OH:24])[c:8]3[c:9]([nH:10][c:11](=[O:17])[c:12]4[n:13]3[cH:14][cH:15][n:16]4)[c:18]2[cH:19][cH:20]1.[O:25]1[CH2:26][CH2:27][O:28][CH2:29][CH2:30]1>>[NH:3]([c:4]1[cH:5][c:6]2[c:7](=[CH:21][C:22](=[O:23])[OH:24])[c:8]3[c:9]([nH:10][c:11](=[O:17])[c:12]4[n:13]3[cH:14][cH:15][n:16]4)[c:18]2[cH:19][cH:20]1)[C:39]([NH:38][CH3:37])=[O:40]. Starting materials: OC=1C(=CC=2C(CCC(C2C1)(C)C)(C)C)C=1C=C(C=CC1OC)C=CC(=O)OCC (ethyl 3-[3-(3-hydroxy-5,5,8,8-tetramethyl-5,6,7,8-tetrahydro-2-naphthyl)-4-methoxyphenyl]acrylate), Cl.ClCCN1CCOCC1 (4-(2-chloroethyl)-morpholine hydrochloride). The product is COC1=C(C=C(C=C1)C=CC(=O)O)C1=CC=2C(CCC(C2C=C1OCCN1CCOCC1)(C)C)(C)C (3-{4-methoxy-3-[5,5,8,8-tetramethyl-3-(2-morpholin-4-yl-ethoxy)-5,6,7,8-tetrahydro-2-naphthyl]phenyl}acrylic Acid). Yield: 89.4%. RXN SMILES: [OH:1][C:2]1[C:3]([C:16]2[CH:17]=[C:18]([CH:24]=[CH:25][C:26]([O:28]CC)=[O:27])[CH:19]=[CH:20][C:21]=2[O:22][CH3:23])=[CH:4][C:5]2[C:6]([CH3:15])([CH3:14])[CH2:7][CH2:8][C:9]([CH3:13])([CH3:12])[C:10]=2[CH:11]=1.Cl.Cl[CH2:33][CH2:34][N:35]1[CH2:40][CH2:39][O:38][CH2:37][CH2:36]1>>[CH3:23][O:22][C:21]1[CH:20]=[CH:19][C:18]([CH:24]=[CH:25][C:26]([OH:28])=[O:27])=[CH:17][C:16]=1[C:3]1[C:2]([O:1][CH2:33][CH2:34][N:35]2[CH2:40][CH2:39][O:38][CH2:37][CH2:36]2)=[CH:11][C:10]2[C:9]([CH3:13])([CH3:12])[CH2:8][CH2:7][C:6]([CH3:15])([CH3:14])[C:5]=2[CH:4]=1 |f:1.2|. Procedure: In a manner similar to that of Example 16(a), by reaction of 1.4 g (3.4 mmol) of ethyl 3-[3-(3-hydroxy-5,5,8,8-tetramethyl-5,6,7,8-tetrahydro-2-naphthyl)-4-methoxyphenyl]acrylate obtained in Example 13(f) with 760 mg (4.08 mmol) of 4-(2-chloroethyl)-morpholine hydrochloride, 1.5 g (85%) of the expected compound was obtained in the form of a yellow oil. Reactants: ClC1=C(N=CC(=N1)N[C@@H](C(=O)N)CC)C#N ((R)-2-(6-chloro-5-cyanopyrazin-2-ylamino)butanamide), NC=1C=C2CCC(NC2=CC1)=O (6-amino-3,4-dihydroquinolin-2(1H)-one), C(=O)([O-])[O-].[K+].[K+] (K2CO3), C=1C=CC(=CC1)P(C=2C=CC=CC2)C3=CC=C4C=CC=CC4=C3C5=C6C=CC=CC6=CC=C5P(C=7C=CC=CC7)C=8C=CC=CC8 (BINAP). Reagents/catalysts: CC(=O)[O-].CC(=O)[O-].[Pd+2] (Pd(OAc)2). Run in O1CCOCC1 (dioxane). Run at time 4 hour. Product: C(#N)C=1N=CC(=NC1NC=1C=C2CCC(NC2=CC1)=O)N[C@@H](C(=O)N)CC ((R)-2-(5-cyano-6-(2-oxo-1,2,3,4-tetrahydroquinolin-6-ylamino)pyrazin-2-ylamino)butanamide). The yield is 59.0%. As a reaction SMILES: Cl[C:2]1[N:7]=[C:6]([NH:8][C@H:9]([CH2:13][CH3:14])[C:10]([NH2:12])=[O:11])[CH:5]=[N:4][C:3]=1[C:15]#[N:16].[NH2:17][C:18]1[CH:19]=[C:20]2[C:25](=[CH:26][CH:27]=1)[NH:24][C:23](=[O:28])[CH2:22][CH2:21]2.C([O-])([O-])=O.[K+].[K+].C1C=CC(P(C2C(C3C(P(C4C=CC=CC=4)C4C=CC=CC=4)=CC=C4C=3C=CC=C4)=C3C(C=CC=C3)=CC=2)C2C=CC=CC=2)=CC=1>O1CCOCC1.CC([O-])=O.CC([O-])=O.[Pd+2]>[C:15]([C:3]1[N:4]=[CH:5][C:6]([NH:8][C@H:9]([CH2:13][CH3:14])[C:10]([NH2:12])=[O:11])=[N:7][C:2]=1[NH:17][C:18]1[CH:19]=[C:20]2[C:25](=[CH:26][CH:27]=1)[NH:24][C:23](=[O:28])[CH2:22][CH2:21]2)#[N:16] |f:2.3.4,7.8.9|. Reported procedure: A mixture of (R)-2-(6-chloro-5-cyanopyrazin-2-ylamino)butanamide (80 mg, 0.334 mmol), 6-amino-3,4-dihydroquinolin-2(1H)-one (60 mg, 0.370 mmol), K2CO3 (100 mg, 0.724 mmol), BINAP (25 mg, 0.040 mmol) and Pd(OAc)2 (10 mg, 0.044 mmol) in dioxane (2 mL) was degassed with Ar, then was stirred at 110 C for 4 h. The mixture was concentrated in vacuo. The residue was purified by HPLC to give (R)-2-(5-cyano-6-(2-oxo-1,2,3,4-tetrahydroquinolin-6-ylamino)pyrazin-2-ylamino)butanamide (72 mg). The reactants are NC1=CC(NC(N1CCCC)=O)=O (6-amino-1-butyl-2,4-(1H,3H)pyrimidinedione), N(=O)[O-].[Na+] (NaNO2). The solvent is O (water). Product: NC1=C(C(NC(N1CCCC)=O)=O)N=O (6-amino-1-butyl-5-nitroso-2,4-(1H,3H)pyrimidinedione). As a reaction SMILES: [NH2:1][C:2]1[N:7]([CH2:8][CH2:9][CH2:10][CH3:11])[C:6](=[O:12])[NH:5][C:4](=[O:13])[CH:3]=1.[N:14]([O-])=[O:15].[Na+]>O>[NH2:1][C:2]1[N:7]([CH2:8][CH2:9][CH2:10][CH3:11])[C:6](=[O:12])[NH:5][C:4](=[O:13])[C:3]=1[N:14]=[O:15] |f:1.2|. Reported procedure: To 50.6 g (0.276 mol) of 6-amino-1-butyl-2,4-(1H,3H)-pyrimidinedione (VIII) dissolved in 1.8 l of wate at 80° C. was added 60 ml of 5N NCl and 20 g (0.29 mol) of NaNO2 which were dissolved in water. After cooling the red crystals were filtered off and washed with water. Yield 52.8 g (97%) (IX), NMR. The reactants are CCN(C(C)C)C(C)C, NCC1(CC2CC2)CCC2(CC1)OCCO2, O=C(Cl)c1ccc(Cl)cc1Cl, ClCCl. The product is O=C(NCC1(CC2CC2)CCC2(CC1)OCCO2)c1ccc(Cl)cc1Cl. RXN SMILES: [CH2:17]([N:18]([CH:19]([CH3:20])[CH3:21])[CH:22]([CH3:23])[CH3:24])[CH3:25].[CH:1]1([CH2:4][C:5]2([CH2:15][NH2:16])[CH2:6][CH2:7][C:8]3([O:9][CH2:10][CH2:11][O:12]3)[CH2:13][CH2:14]2)[CH2:2][CH2:3]1.[Cl:26][c:27]1[c:28]([C:29](=[O:30])[Cl:31])[cH:32][cH:33][c:34]([Cl:36])[cH:35]1.[Cl:37][CH2:38][Cl:39]>>[CH:1]1([CH2:4][C:5]2([CH2:15][NH:16][C:29]([c:28]3[c:27]([Cl:26])[cH:35][c:34]([Cl:36])[cH:33][cH:32]3)=[O:30])[CH2:6][CH2:7][C:8]3([O:9][CH2:10][CH2:11][O:12]3)[CH2:13][CH2:14]2)[CH2:2][CH2:3]1. Reactants: CC(C)(C)OC(=O)N1CCC(=O)CC1, [Li]CCCC, C1CCOC1, CC(O)c1csc2ccccc12. Yields the product CC(O)c1c(C2(O)CCN(C(=O)OC(C)(C)C)CC2)sc2ccccc12. RXN SMILES: [C:18]([CH3:19])([CH3:20])([CH3:21])[O:22][C:23](=[O:24])[N:25]1[CH2:26][CH2:27][C:28](=[O:31])[CH2:29][CH2:30]1.[CH2:13]([Li:14])[CH2:15][CH2:16][CH3:17].[O:32]1[CH2:33][CH2:34][CH2:35][CH2:36]1.[OH:1][CH:2]([CH3:3])[c:4]1[c:5]2[c:6]([s:7][cH:8]1)[cH:9][cH:10][cH:11][cH:12]2>>[OH:1][CH:2]([CH3:3])[c:4]1[c:5]2[c:6]([s:7][c:8]1[C:28]1([OH:31])[CH2:27][CH2:26][N:25]([C:23]([O:22][C:18]([CH3:19])([CH3:20])[CH3:21])=[O:24])[CH2:30][CH2:29]1)[cH:9][cH:10][cH:11][cH:12]2. Starting materials: O=C(Cl)C(=O)Cl, CNCCCNC, Cn1nc(-c2cc(C=C(Cl)P(=O)(O)O)c(Cl)cc2F)c(Cl)c1OC(F)F, c1ccncc1. The product is CN1CCCN(C)P1(=O)C(Cl)=Cc1cc(-c2nn(C)c(OC(F)F)c2Cl)c(F)cc1Cl. Reaction SMILES: [C:27]([Cl:28])(=[O:29])[C:30]([Cl:31])=[O:32].[CH3:33][NH:34][CH2:35][CH2:36][CH2:37][NH:38][CH3:39].[Cl:1][C:2](=[CH:3][c:4]1[c:5]([Cl:22])[cH:6][c:7]([F:21])[c:8](-[c:10]2[n:11][n:12]([CH3:20])[c:13]([O:16][CH:17]([F:18])[F:19])[c:14]2[Cl:15])[cH:9]1)[P:23]([OH:24])(=[O:25])[OH:26].[cH:40]1[cH:41][cH:42][n:43][cH:44][cH:45]1>>[Cl:1][C:2](=[CH:3][c:4]1[c:5]([Cl:22])[cH:6][c:7]([F:21])[c:8](-[c:10]2[n:11][n:12]([CH3:20])[c:13]([O:16][CH:17]([F:18])[F:19])[c:14]2[Cl:15])[cH:9]1)[P:23]1(=[O:24])[N:34]([CH3:33])[CH2:35][CH2:36][CH2:37][N:38]1[CH3:39].